From a dataset of the Open Reaction Database (ORD), a public repository of structured organic reaction records. describe an organic reaction: reactants, conditions, products, and yield The reactants are BrC=1C=CC(=NC1)[N+](=O)[O-] (5-bromo-2-nitropyridine), CN(C1CNCC1)C (3-(dimethylamino)pyrrolidine), C1=CC=C(C=C1)P(C2=CC=CC=C2)C3=C(C4=CC=CC=C4C=C3)C5=C(C=CC6=CC=CC=C65)P(C7=CC=CC=C7)C8=CC=CC=C8 ((R)-(+)2,2′-bis(diphenylphosphino)-1,1′-binaphthyl), C([O-])([O-])=O.[Cs+].[Cs+] (cesium carbonate). The reagents and catalysts are C(C)(=O)[O-].[Pd+2].C(C)(=O)[O-] (palladium(II) acetate). Run in C1(=CC=CC=C1)C (toluene). Conditions: temperature 100 celsius. Product: CN(C1CN(CC1)C=1C=CC(=NC1)N)C (5-(3-Dimethylaminopyrrolidin-1-yl)pyridin-2-ylamine). As a reaction SMILES: Br[C:2]1[CH:3]=[CH:4][C:5]([N+:8]([O-])=O)=[N:6][CH:7]=1.[CH3:11][N:12]([CH3:18])[CH:13]1[CH2:17][CH2:16][NH:15][CH2:14]1.C1C=CC(P(C2C=CC3C(=CC=CC=3)C=2C2C3C(=CC=CC=3)C=CC=2P(C2C=CC=CC=2)C2C=CC=CC=2)C2C=CC=CC=2)=CC=1.C(=O)([O-])[O-].[Cs+].[Cs+]>C1(C)C=CC=CC=1.C([O-])(=O)C.[Pd+2].C([O-])(=O)C>[CH3:11][N:12]([CH3:18])[CH:13]1[CH2:17][CH2:16][N:15]([C:2]2[CH:3]=[CH:4][C:5]([NH2:8])=[N:6][CH:7]=2)[CH2:14]1 |f:3.4.5,7.8.9|. Procedure: A suspension of 5-bromo-2-nitropyridine (2 g), 3-(dimethylamino)pyrrolidine (1.14 g), (R)-(+)2,2′-bis(diphenylphosphino)-1,1′-binaphthyl (0.5 g), palladium(II) acetate (0.09 g), cesium carbonate (4.5 g) in toluene (20 ml) was heated at 100° C. for 3 hours. Cooling to room temperature was followed by extraction with 1N hydrochloric acid (2×100 ml). The aqueous phase was adjusted to pH>10 with ammonia, extracted with ethyl acetate (2×100 ml), dried with sodium sulfate, filtered and concentrated. T... The reactants are C(C)(=O)OC(C(=O)NC1=C(C=CC=C1)SCC1=CC2=C(OCO2)C=C1Cl)(C)C (2-[(2-{[(6-chloro-1,3-benzodioxol-5-yl)methyl]thio}phenyl)amino]-1,1-dimethyl-2-oxoethyl acetate), C([O-])([O-])=O.[K+].[K+] (potassium carbonate). Product: ClC=1C(=CC2=C(OCO2)C1)CSC1=C(C=CC=C1)NC(C(C)(C)O)=O (N-(2-{[(6-chloro-1,3-benzodioxol-5-yl)methyl]thio}phenyl)-2-hydroxy-2-methylpropanamide). Reported procedure: The material from Example 20 was treated with potassium carbonate in methanol overnight. The solvent was evaporated under a stream of nitrogen and the residue chromatographed on silica to give the title product. MS (ESI+) for C18H18ClNO4S m/z 380 (M+H)+. The solvent is CO (methanol). As a reaction SMILES: C([O:4][C:5]([CH3:28])([CH3:27])[C:6]([NH:8][C:9]1[CH:14]=[CH:13][CH:12]=[CH:11][C:10]=1[S:15][CH2:16][C:17]1[C:25]([Cl:26])=[CH:24][C:20]2[O:21][CH2:22][O:23][C:19]=2[CH:18]=1)=[O:7])(=O)C.C(=O)([O-])[O-].[K+].[K+]>CO>[Cl:26][C:25]1[C:17]([CH2:16][S:15][C:10]2[CH:11]=[CH:12][CH:13]=[CH:14][C:9]=2[NH:8][C:6](=[O:7])[C:5]([OH:4])([CH3:27])[CH3:28])=[CH:18][C:19]2[O:23][CH2:22][O:21][C:20]=2[CH:24]=1 |f:1.2.3|. The reactants are CNCc1ccccc1, Cc1ccccc1, CN(C)C=Nc1ccncc1O. Product: CN(C=Nc1ccncc1O)Cc1ccccc1. Reaction SMILES: [CH2:20]([NH:21][CH3:22])[c:23]1[cH:24][cH:25][cH:26][cH:27][cH:28]1.[CH3:13][c:14]1[cH:15][cH:16][cH:17][cH:18][cH:19]1.[CH3:1][N:2]([CH3:3])[CH:4]=[N:5][c:6]1[c:7]([OH:12])[cH:8][n:9][cH:10][cH:11]1>>[CH3:1][N:2]([CH2:3][c:14]1[cH:15][cH:16][cH:17][cH:18][cH:19]1)[CH:4]=[N:5][c:6]1[c:7]([OH:12])[cH:8][n:9][cH:10][cH:11]1. Starting materials: above product, OCCC=1C=2C=CC(=CC2CCC1)C(=O)OCC (ethyl 5-(2-hydroxyethyl)-7,8-dihydro-2-naphthalenecarboxylate), ( 6 ), IC (iodomethane). The reagents and catalysts are [C].[Pd] (palladium carbon). Solvent: C(C)O (ethanol). The product is OCCC1C=2C=CC(=CC2CCC1)C(=O)OCC (ethyl 5-(2-hydroxyethyl)-5,6,7,8-tetrahydro-2-naphthalenecarboxylate). As a reaction SMILES: IC.[OH:3][CH2:4][CH2:5][C:6]1[C:7]2[CH:8]=[CH:9][C:10]([C:16]([O:18][CH2:19][CH3:20])=[O:17])=[CH:11][C:12]=2[CH2:13][CH2:14][CH:15]=1>C(O)C.[C].[Pd]>[OH:3][CH2:4][CH2:5][CH:6]1[CH2:15][CH2:14][CH2:13][C:12]2[CH:11]=[C:10]([C:16]([O:18][CH2:19][CH3:20])=[O:17])[CH:9]=[CH:8][C:7]1=2 |f:3.4|. Procedure details: 14.3 g of the above product was allowed to react using procedures analogous to those described in steps (5) and (6) of Referential Example 1 but using iodomethane instead of bromoethane to give an oily product containing a small amount of ethyl 5-(2-hydroxyethyl)-7,8-dihydro-2-naphthalenecarboxylate as a by-product. The product was dissolved in 10 ml of ethanol and 0.5 g of 10% palladium carbon was added thereto. The mixture was catalytically reduced. After absorption of hydrogen gas was complet...